From a dataset of the Open Reaction Database (ORD), a public repository of structured organic reaction records. describe an organic reaction: reactants, conditions, products, and yield Reactants: resultant mixture, Cl.CN(CCCCl)C (3-(Dimethylamino)-1-chloropropane hydrochloride), NC(=S)N (thiourea). Solvent: C(C)O (ethanol), C(C)O (ethanol). The product is Cl.Cl.CN(CCCSC(N)=N)C (S-[3-(Dimethylamino)propyl]isothiourea dihydrochloride). The yield is 79.5%. RXN SMILES: [ClH:1].[CH3:2][N:3]([CH3:8])[CH2:4][CH2:5][CH2:6][Cl:7].[NH2:9][C:10]([NH2:12])=[S:11]>C(O)C>[ClH:7].[ClH:1].[CH3:2][N:3]([CH3:8])[CH2:4][CH2:5][CH2:6][S:11][C:10](=[NH:9])[NH2:12] |f:0.1,4.5.6|. Procedure: 3-(Dimethylamino)-1-chloropropane hydrochloride (79 g) in ethanol (300 ml) was added over a period of 5 mins to a mixture of thiourea (38 g) in ethanol (500 ml). The resultant mixture was boiled under reflux and ethanol (100 ml) was removed by distillation. Further quantities of 3-(dimethylamino)-1-chloropropane hydrochloride (8 g and 4 g) were added after 30 hrs and 54 hrs. refluxing. After the mixture had boiled under reflux for a total of 78 hours the solvent was removed by evaporation to giv...